This data is from the Open Reaction Database (ORD), a public repository of structured organic reaction records. The task is: describe an organic reaction: reactants, conditions, products, and yield Reactants: C(C)(C)C1=C(C(=CC(=C1)C(C)C)C(C)C)S(=O)(=O)OC1=NC(=NC(=C1CC1=C(C=C(C=C1)CCl)OC)C)N (2-amino-5-(4-chloromethyl-2-methoxybenzyl)-6-methylpyrimidin-4-yl 2,4,6-triisopropylbenzenesulfonate), FC(CNCC(=O)OC(C)(C)C)(F)F (tert-butyl 2-(2,2,2-trifluoroethylamino)acetate), C([O-])([O-])=O.[Na+].[Na+] (sodium carbonate), [I-].[K+] (potassium iodide). The solvent is C(C)#N (acetonitrile), O (water). Yields the product NC1=NC(=C(C(=N1)C)CC1=C(C=C(CN(CC(=O)OC(C)(C)C)CC(F)(F)F)C=C1)OC)OS(=O)(=O)C1=C(C=C(C=C1C(C)C)C(C)C)C(C)C (tert-butyl 2-((4-((2-amino-4-methyl-6-(2,4,6-triisopropylphenylsulfonyloxy)pyrimidin-5-yl)methyl)-3-methoxybenzyl)(2,2,2-trifluoroethyl)amino)acetate). Isolated yield 154.6%. As a reaction SMILES: [CH:1]([C:4]1[CH:9]=[C:8]([CH:10]([CH3:12])[CH3:11])[CH:7]=[C:6]([CH:13]([CH3:15])[CH3:14])[C:5]=1[S:16]([O:19][C:20]1[C:25]([CH2:26][C:27]2[CH:32]=[CH:31][C:30]([CH2:33]Cl)=[CH:29][C:28]=2[O:35][CH3:36])=[C:24]([CH3:37])[N:23]=[C:22]([NH2:38])[N:21]=1)(=[O:18])=[O:17])([CH3:3])[CH3:2].[F:39][C:40]([F:52])([F:51])[CH2:41][NH:42][CH2:43][C:44]([O:46][C:47]([CH3:50])([CH3:49])[CH3:48])=[O:45].C(=O)([O-])[O-].[Na+].[Na+].[I-].[K+]>C(#N)C.O>[NH2:38][C:22]1[N:23]=[C:24]([CH3:37])[C:25]([CH2:26][C:27]2[CH:32]=[CH:31][C:30]([CH2:33][N:42]([CH2:41][C:40]([F:39])([F:51])[F:52])[CH2:43][C:44]([O:46][C:47]([CH3:50])([CH3:49])[CH3:48])=[O:45])=[CH:29][C:28]=2[O:35][CH3:36])=[C:20]([O:19][S:16]([C:5]2[C:4]([CH:1]([CH3:2])[CH3:3])=[CH:9][C:8]([CH:10]([CH3:11])[CH3:12])=[CH:7][C:6]=2[CH:13]([CH3:15])[CH3:14])(=[O:18])=[O:17])[N:21]=1 |f:2.3.4,5.6|. Procedure details: The mixture of 2-amino-5-(4-chloromethyl-2-methoxybenzyl)-6-methylpyrimidin-4-yl 2,4,6-triisopropylbenzenesulfonate (6.0 g), tert-butyl 2-(2,2,2-trifluoroethylamino)acetate (2.7 g), sodium carbonate (3.4 g) and potassium iodide (0.5 g) in acetonitrile (48 g) was refluxed for 8 h. After cooling to RT, water (30 g) was added to the mixture and extracted with toluene (48 g). The organic layer was washed with water (30 g) and concentrated in vacuo. The residue was precipitated with n-heptane (18 g) ...